Dataset: the Open Reaction Database (ORD), a public repository of structured organic reaction records. Task: describe an organic reaction: reactants, conditions, products, and yield Reactants: CC(C)(C)OC(=O)N1CC2CN(c3ccccc3C#N)CC2C1, CCO, [H][H], N. Product: CC(C)(C)OC(=O)N1CC2CN(c3ccccc3CN)CC2C1. Reaction SMILES: [C:1]([CH3:2])([CH3:3])([CH3:4])[O:5][C:6](=[O:7])[N:8]1[CH2:9][CH:10]2[CH2:11][N:12]([c:16]3[c:17]([C:22]#[N:23])[cH:18][cH:19][cH:20][cH:21]3)[CH2:13][CH:14]2[CH2:15]1.[CH3:27][CH2:28][OH:29].[H:24][H:25].[NH3:26]>>[C:1]([CH3:2])([CH3:3])([CH3:4])[O:5][C:6](=[O:7])[N:8]1[CH2:9][CH:10]2[CH2:11][N:12]([c:16]3[c:17]([CH2:22][NH2:23])[cH:18][cH:19][cH:20][cH:21]3)[CH2:13][CH:14]2[CH2:15]1. Reaction SMILES: [CH3:41][C:42]#[N:43].[Cl:1][c:2]1[n:3][cH:4][n:5][c:6](-[c:8]2[cH:9][cH:10][c:11]([C:14]([F:15])([F:16])[F:17])[cH:12][cH:13]2)[cH:7]1.[N:30]12[CH2:31][CH2:32][CH2:33][N:34]=[C:35]1[CH2:36][CH2:37][CH2:38][CH2:39][CH2:40]2.[OH:18][c:19]1[cH:20][cH:21][c:22]2[cH:23][cH:24][c:25](=[O:29])[nH:26][c:27]2[cH:28]1>>[c:2]1([O:18][c:19]2[cH:20][cH:21][c:22]3[cH:23][cH:24][c:25](=[O:29])[nH:26][c:27]3[cH:28]2)[n:3][cH:4][n:5][c:6](-[c:8]2[cH:9][cH:10][c:11]([C:14]([F:15])([F:16])[F:17])[cH:12][cH:13]2)[cH:7]1. Product: O=c1ccc2ccc(Oc3cc(-c4ccc(C(F)(F)F)cc4)ncn3)cc2[nH]1. Reactants: CC#N, FC(F)(F)c1ccc(-c2cc(Cl)ncn2)cc1, C1CCC2=NCCCN2CC1, O=c1ccc2ccc(O)cc2[nH]1. Reactants: solution, Cl (hydrogen chloride), C(C1=CC=CC=C1)(=O)C1=C(C=CC(=C1)Cl)N1N=C(N=C1CCl)C(=O)O (1-(2-benzoyl-4-chlorophenyl)-5-(chloromethyl)-1H-1,2,4-triazole-3-carboxylic acid), CO (methanol), CO (methanol). The product is COC(=O)C1=NN(C(=N1)CCl)C1=C(C=C(C=C1)Cl)C(C1=CC=CC=C1)=O (1-(2-benzoyl-4-chlorophenyl)-5-(chloromethyl)-1H-1,2,4-triazole-3-carboxylic acid methyl ester). RXN SMILES: Cl.[C:2]([C:10]1[CH:15]=[C:14]([Cl:16])[CH:13]=[CH:12][C:11]=1[N:17]1[C:21]([CH2:22][Cl:23])=[N:20][C:19]([C:24]([OH:26])=[O:25])=[N:18]1)(=[O:9])[C:3]1[CH:8]=[CH:7][CH:6]=[CH:5][CH:4]=1.[CH3:27]O>>[CH3:27][O:25][C:24]([C:19]1[N:20]=[C:21]([CH2:22][Cl:23])[N:17]([C:11]2[CH:12]=[CH:13][C:14]([Cl:16])=[CH:15][C:10]=2[C:2](=[O:9])[C:3]2[CH:4]=[CH:5][CH:6]=[CH:7][CH:8]=2)[N:18]=1)=[O:26]. Run at time 18 hour. Procedure: 224 ml of a 6 N solution of hydrogen chloride in methanol is added to a solution of 112.2 g (0.299 mole) of 1-(2-benzoyl-4-chlorophenyl)-5-(chloromethyl)-1H-1,2,4-triazole-3-carboxylic acid in 1120 ml of methanol, and the whole is refluxed for 21 hours. There is then distilled off 800 ml of methanol at normal pressure, and the concentrated solution is allowed to stand for 18 hours at room temperature. The product that has crystallised out is filtered off under suction and washed with cold methan... The reactants are Cl, O=N[O-], [Na+], O, NNC(=O)c1cc2ccccc2cn1. Yields the product [N-]=[N+]=NC(=O)c1cc2ccccc2cn1. As a reaction SMILES: [ClH:19].[N:15]([O-:16])=[O:17].[Na+:18].[OH2:20].[cH:1]1[n:2][c:3]([C:11](=[O:12])[NH:13][NH2:14])[cH:4][c:5]2[cH:6][cH:7][cH:8][cH:9][c:10]12>>[cH:1]1[n:2][c:3]([C:11](=[O:12])[N:13]=[N+:14]=[N-:15])[cH:4][c:5]2[cH:6][cH:7][cH:8][cH:9][c:10]12. The reactants are CCO, COc1ccc(CS)cc1, [Cl-], N#CCC#N, [NH4+], [Na+], [OH-], O, O. Product: COc1ccc(CSC(=N)CC#N)cc1. Reaction SMILES: [CH2:19]([OH:20])[CH3:21].[CH3:3][O:4][c:5]1[cH:6][cH:7][c:8]([CH2:9][SH:10])[cH:11][cH:12]1.[Cl-:22].[N:13]#[C:14][CH2:15][C:16]#[N:17].[NH4+:23].[Na+:2].[OH-:1].[OH2:18].[OH2:24]>>[CH3:3][O:4][c:5]1[cH:6][cH:7][c:8]([CH2:9][S:10][C:16]([CH2:15][C:14]#[N:13])=[NH:17])[cH:11][cH:12]1. Reactants: FC1=C(C=C(C=C1)F)C1=C[C@](N(C1)C(=O)N([C@@H]1[C@@H](CN(CC1)C(=O)OCC1=CC=CC=C1)F)C)(C1=CC=CC=C1)CO (Benzyl (3R,4S)-4-[{[(2S)-4-(2,5-difluorophenyl)-2-(hydroxymethyl)-2-phenyl-2,5-dihydro-1H-pyrrol-1-yl]carbonyl}(methyl)amino]-3-fluoropiperidine-1-carboxylate), C1=CCC=CC1 (1,4-cyclohexadiene). The reagents and catalysts are [Pd] (palladium on carbon). Solvent: CCO (EtOH). Reaction conditions: time 8 hour. The product is FC1=C(C=C(C=C1)F)C1=C[C@](N(C1)C(=O)N(C)[C@@H]1[C@@H](CNCC1)F)(C1=CC=CC=C1)CO ((2S)-4-(2,5-Difluorophenyl)-N-[(3R,4S)-3-fluoropiperidin-4-yl]-2-(hydroxymethyl)-N-methyl-2-phenyl-2.5-dihydro-1H-pyrrole-1-carboxamide). As a reaction SMILES: [F:1][C:2]1[CH:7]=[CH:6][C:5]([F:8])=[CH:4][C:3]=1[C:9]1[CH2:13][N:12]([C:14]([N:16]([CH3:34])[C@H:17]2[CH2:22][CH2:21][N:20](C(OCC3C=CC=CC=3)=O)[CH2:19][C@H:18]2[F:33])=[O:15])[C@:11]([CH2:41][OH:42])([C:35]2[CH:40]=[CH:39][CH:38]=[CH:37][CH:36]=2)[CH:10]=1.C1CC=CCC=1>CCO.[Pd]>[F:1][C:2]1[CH:7]=[CH:6][C:5]([F:8])=[CH:4][C:3]=1[C:9]1[CH2:13][N:12]([C:14]([N:16]([C@H:17]2[CH2:22][CH2:21][NH:20][CH2:19][C@H:18]2[F:33])[CH3:34])=[O:15])[C@:11]([CH2:41][OH:42])([C:35]2[CH:40]=[CH:39][CH:38]=[CH:37][CH:36]=2)[CH:10]=1. Procedure: To a solution of 405 mg (0.58 mmol) of 10-1 in 4 mL of EtOH was added 1.38 mL (14.6 mmol) of 1,4-cyclohexadiene, 100 mg of 10% palladium on carbon, and then stirred overnight. The reaction was filtered through Celite, concentrated, and the residue was dissolved in 3 mL of CH2Cl2. To this was added 3 mL of trifluoroacetic acid, stirring was maintained for 1 h, and then the mixture was partitioned between EtOAc and saturated aqueous NaHCO3 plus 25 mL of 5% aqueous Na2CO3, the organic phase was was... Starting materials: 1-chloracetyl-4-(4-Tert-butyl-phenyl)-piperazine, C(C)(C)(C)C1=CC=C(C=C1)N1CCNCC1 (1-(4-Tert-butyl-phenyl)-piperazine), ClCC(=O)Cl (chloroacetyl chloride), [N+](=O)([O-])C1=C(C=C(C=C1)N[C@@H]1CC[C@H](CC1)O)C(F)(F)F (trans-4-(4-nitro-3-trifluoromethyl-phenylamino)-cyclohexanol). Product: C(C)(C)(C)C1=CC=C(C=C1)N1CCN(CC1)C(CO[C@@H]1CC[C@H](CC1)NC1=CC(=C(C=C1)[N+](=O)[O-])C(F)(F)F)=O (1-[4-(4-Tert-butyl-phenyl)-piperazin-1-yl]-2-[trans-4-(4-nitro-3-trifluoromethyl-phenylamino)-cyclohexyloxy]-ethanone), product. Yield: 32.0%. As a reaction SMILES: [C:1]([C:5]1[CH:10]=[CH:9][C:8]([N:11]2[CH2:16][CH2:15][NH:14][CH2:13][CH2:12]2)=[CH:7][CH:6]=1)([CH3:4])([CH3:3])[CH3:2].Cl[CH2:18][C:19](Cl)=[O:20].[N+:22]([C:25]1[CH:30]=[CH:29][C:28]([NH:31][C@H:32]2[CH2:37][CH2:36][C@H:35]([OH:38])[CH2:34][CH2:33]2)=[CH:27][C:26]=1[C:39]([F:42])([F:41])[F:40])([O-:24])=[O:23]>>[C:1]([C:5]1[CH:6]=[CH:7][C:8]([N:11]2[CH2:16][CH2:15][N:14]([C:19](=[O:20])[CH2:18][O:38][C@H:35]3[CH2:36][CH2:37][C@H:32]([NH:31][C:28]4[CH:29]=[CH:30][C:25]([N+:22]([O-:24])=[O:23])=[C:26]([C:39]([F:40])([F:41])[F:42])[CH:27]=4)[CH2:33][CH2:34]3)[CH2:13][CH2:12]2)=[CH:9][CH:10]=1)([CH3:4])([CH3:2])[CH3:3]. Procedure details: 1-[4-(4-Tert-butyl-phenyl)-piperazin-1-yl]-2-[trans-4-(4-nitro-3-trifluoromethyl-phenylamino)-cyclohexyloxy]-ethanone was prepared using a two-step synthesis. In the first step, 1-chloracetyl-4-(4-Tert-butyl-phenyl)-piperazine was prepared with a 92% yield from 1-(4-Tert-butyl-phenyl)-piperazine and chloroacetyl chloride using the procedure illustrated in Example 4. In the second step, the 1-[4-(4-tert-butyl-phenyl)-piperazin-1-yl]-2-[trans-4-(4-nitro-3-trifluoromethyl-phenylamino)-cyclohexyloxy... The reactants are COC=1C=CC2=C(SC(=C2)C2=CC=C(C=C2)OCCN2CCCC2)C1 (6-methoxy-2-[4-[2-(1-pyrrolidinyl)ethoxy]phenyl]benzo[b]thiophene), [Cu]C#N (copper(I) cyanide), CN1C(CCC1)=O (1-methyl-2-pyrrolidinone). The solvent is [Cl-].[Na+].O (brine). Conditions: temperature 200 celsius, time 5 hour. Product: C(#N)C=1C=C(CC=2C3=C(SC2C2=CC=C(C=C2)OCCN2CCCC2)C=C(C=C3)OC)C=CC1CN1CCCC1 (3-[3-Cyano-4-[(1-pyrrolidinyl)methyl]benzyl]-6-methoxy-2-[4-[2-(1-pyrrolidinyl)ethoxy]phenyl]benzo[b]thiophene). Isolated yield 44.0%. Reaction SMILES: [CH3:1][O:2][C:3]1[CH:4]=[CH:5][C:6]2[CH:10]=[C:9]([C:11]3[CH:16]=[CH:15][C:14]([O:17][CH2:18][CH2:19][N:20]4[CH2:24][CH2:23][CH2:22][CH2:21]4)=[CH:13][CH:12]=3)[S:8][C:7]=2[CH:25]=1.[Cu][C:27]#[N:28].[CH3:29][N:30]1[CH2:34][CH2:33][CH2:32][C:31]1=O>[Cl-].[Na+].O>[C:27]([C:4]1[CH:5]=[C:6]([CH:7]=[CH:25][C:3]=1[CH2:29][N:30]1[CH2:34][CH2:33][CH2:32][CH2:31]1)[CH2:10][C:10]1[C:6]2[CH:5]=[CH:4][C:3]([O:2][CH3:1])=[CH:25][C:7]=2[S:8][C:9]=1[C:11]1[CH:12]=[CH:13][C:14]([O:17][CH2:18][CH2:19][N:20]2[CH2:24][CH2:23][CH2:22][CH2:21]2)=[CH:15][CH:16]=1)#[N:28] |f:3.4.5|. Procedure: A suspension of 3-[3-bromo-4-[(1-pyrrolidinyl)]methyl]benzyl]-6-methoxy-2-[4-[2-(1-pyrrolidinyl)ethoxy]phenyl]benzo[b]thiophene (158 mg, 0.26 mmol) and copper(I) cyanide (40 mg) in 1-methyl-2-pyrrolidinone (3 mL) was allowed to stir at 200° C. under nitrogen for 5 h. The cooled reaction mixture was diluted with brine (50 mL) and extracted with EtOAc (50 mL×3). The combined organic layers were dried with sodium sulfate and concentrated under reduced pressure. Flash chromatography of the residue w... The reactants are C(#N)B.[Na] (sodium cyanoboron hydride), C(C)(=O)O (acetic acid), Cl.Cl.C1(=CC=CC=C1)C1(CCNCC1)N1CCCC1 (4-phenyl-4-(pyrrolidin-1-yl)piperidine bishydrochloride), C(C)(C)(C)OC(N(CC=O)C)=O (tert-butyl-methyl(2-oxoethyl)carbamate). Solvent: CO (methanol), CO.C(Cl)(Cl)Cl (MeOH CHCl3). Reaction conditions: temperature 0 celsius, time 10 minute. The product is CN(C(OC(C)(C)C)=O)CCN1CCC(CC1)(N1CCCC1)C1=CC=CC=C1 (tert-Butyl methyl(2-(4-phenyl-4-(pyrrolidin-1-yl)piperidin-1-yl)ethyl)carbamate). Yield: 89.4%. As a reaction SMILES: Cl.Cl.[C:3]1([C:9]2([N:15]3[CH2:19][CH2:18][CH2:17][CH2:16]3)[CH2:14][CH2:13][NH:12][CH2:11][CH2:10]2)[CH:8]=[CH:7][CH:6]=[CH:5][CH:4]=1.[C:20]([O:24][C:25](=[O:31])[N:26]([CH3:30])[CH2:27][CH:28]=O)([CH3:23])([CH3:22])[CH3:21].C(B)#N.[Na].C(O)(=O)C>CO.CO.C(Cl)(Cl)Cl>[CH3:30][N:26]([CH2:27][CH2:28][N:12]1[CH2:11][CH2:10][C:9]([C:3]2[CH:4]=[CH:5][CH:6]=[CH:7][CH:8]=2)([N:15]2[CH2:16][CH2:17][CH2:18][CH2:19]2)[CH2:14][CH2:13]1)[C:25](=[O:31])[O:24][C:20]([CH3:21])([CH3:23])[CH3:22] |f:0.1.2,4.5,8.9,^1:34|. Procedure: 7 g (1 eq) 4-phenyl-4-(pyrrolidin-1-yl)piperidine bishydrochloride were added to a solution of 4.4 g (1.1 eq) tert-butyl-methyl(2-oxoethyl)carbamate in 70 ml methanol under a nitrogen atmosphere and the reaction mixture was stirred for 10 min at 0° C. 3.62 g (2.5 eq) sodium cyanoboron hydride were then added and the mixture was stirred for 30 min at room temperature. The reaction mixture obtained was adjusted to a pH of 5-6 with acetic acid and stirred for 14 h at room temperature. The reaction ... Starting materials: BrC1=NC=C(N=C1)CC (2-bromo-5-ethyl-pyrazine), OC1CCNCC1 (4-hydroxy-piperidine). Run in C(C)(C)O (isopropanol). Conditions: temperature 150 celsius. Yields the product C(C)C=1N=CC(=NC1)N1CCC(CC1)O (1-(5-Ethyl-pyrazin-2-yl)-piperidin-4-ol). As a reaction SMILES: Br[C:2]1[CH:7]=[N:6][C:5]([CH2:8][CH3:9])=[CH:4][N:3]=1.[OH:10][CH:11]1[CH2:16][CH2:15][NH:14][CH2:13][CH2:12]1>C(O)(C)C>[CH2:8]([C:5]1[N:6]=[CH:7][C:2]([N:14]2[CH2:15][CH2:16][CH:11]([OH:10])[CH2:12][CH2:13]2)=[N:3][CH:4]=1)[CH3:9]. Procedure: A mixture of 2-bromo-5-ethyl-pyrazine (1.66 g) and 4-hydroxy-piperidine (2.24 g) in isopropanol (15 mL) is heated in an autoclave to 150° C. over night. The solvent is evaporated in vacuo and the residue is mixed with water and dichloromethane. The aqueous phase is extracted with dichloromethane and the combined organic phases are washed with brine, dried over MgSO4, and concentrated in vacuo to give the title compound. LC (method 7): tR=0.66 min; Mass spectrum (ESI+): m/z=208 [M+H]+.